From a dataset of the Open Reaction Database (ORD), a public repository of structured organic reaction records. describe an organic reaction: reactants, conditions, products, and yield Starting materials: BrCC(=O)[C@H]1N(C[C@@H](C1)OS(=O)(=O)C)C(=O)OCC1=CC=C(C=C1)[N+](=O)[O-] ((2S, 4R)-2-bromoacetyl-4-methane-sulfonyloxy-1- (4-nitrobenzyloxycarbonyl)pyrrolidine), C(=S)N (thioformamide), C(C)(=O)OCC (ethyl acetate). The solvent is CO (methanol), ClCCl (dichloromethane). Conditions: time 4 hour. The product is CS(=O)(=O)O[C@@H]1C[C@H](N(C1)C(=O)OCC1=CC=C(C=C1)[N+](=O)[O-])C=1N=CSC1 ((2S, 4R) -4-methanesulfonyloxy-2-(thiazol-4-yl)-1- (4-nitrobenzyloxycarbonyl)pyrrolidine). Isolated yield 88.0%. As a reaction SMILES: Br[CH2:2][C:3]([C@@H:5]1[CH2:9][C@@H:8]([O:10][S:11]([CH3:14])(=[O:13])=[O:12])[CH2:7][N:6]1[C:15]([O:17][CH2:18][C:19]1[CH:24]=[CH:23][C:22]([N+:25]([O-:27])=[O:26])=[CH:21][CH:20]=1)=[O:16])=O.[CH:28]([NH2:30])=[S:29].C(OCC)(=O)C>CO.ClCCl>[CH3:14][S:11]([O:10][C@H:8]1[CH2:7][N:6]([C:15]([O:17][CH2:18][C:19]2[CH:20]=[CH:21][C:22]([N+:25]([O-:27])=[O:26])=[CH:23][CH:24]=2)=[O:16])[C@H:5]([C:3]2[N:30]=[CH:28][S:29][CH:2]=2)[CH2:9]1)(=[O:12])=[O:13]. Reported procedure: To a mixture of (2S, 4R)-2-bromoacetyl-4-methane-sulfonyloxy-1- (4-nitrobenzyloxycarbonyl)pyrrolidine(1.15 g) in a mixture of methanol (20 ml) and dichloromethane (15 ml) was added thioformamide (453 mg) at room temperature. After stirring at the same temperature for 4 hours, the mixture was poured into ethyl acetate and washed in turn with saturated aqueous sodium bicarbonate and brine. The dried organic layer was evaporated and the resulting oil was crystallized from a mixture of n-hexane and ... The reactants are C(C)OC(=O)C1=C(C(=NO1)C1=CC=CC=C1)[N+](=O)[O-] (4-nitro-3-phenyl-isoxazole-5-carboxylic acid ethyl ester). Reagents/catalysts: [Ni] (Ni). Solvent: CCO (EtOH). Reaction conditions: time 8 hour. The product is C(C)OC(=O)C1=C(C(=NO1)C1=CC=CC=C1)N (4-amino-3-phenyl-isoxazole-5-carboxylic acid ethyl ester). Isolated yield 96.4%. As a reaction SMILES: [CH2:1]([O:3][C:4]([C:6]1[O:10][N:9]=[C:8]([C:11]2[CH:16]=[CH:15][CH:14]=[CH:13][CH:12]=2)[C:7]=1[N+:17]([O-])=O)=[O:5])[CH3:2]>CCO.[Ni]>[CH2:1]([O:3][C:4]([C:6]1[O:10][N:9]=[C:8]([C:11]2[CH:12]=[CH:13][CH:14]=[CH:15][CH:16]=2)[C:7]=1[NH2:17])=[O:5])[CH3:2]. Procedure details: To a solution of 4-nitro-3-phenyl-isoxazole-5-carboxylic acid ethyl ester (62.3 mg, 0.238 mmol) in EtOH (2.0 mL) is added Raney Ni and the mixture is stirred under hydrogen (balloon) for overnight. The reaction mixture is then filtered through celite and evaporated in vacuo to provide crude 4-amino-3-phenyl-isoxazole-5-carboxylic acid ethyl ester (53.3 mg, 97% yield); HPLC-MS calculated for C12H12N2O3 (M+H+) 233.1. Found: 233.1. Reactants: C(CCC)O (butanol), Cl (hydrochloric acid), [OH-].[K+] (potassium hydroxide), ClC(CC1=C(C=CC=C1)Cl)(Cl)Cl (1,1,1-trichloro-2-(2-chlorophenyl)ethane). Run in O (water). Conditions: time 1 hour. Product: ClC1=C(C=CC=C1)CC(=O)OCCCC (Butyl (2-chlorophenyl)acetate). Reaction SMILES: [CH2:1]([OH:5])[CH2:2][CH2:3][CH3:4].[OH-:6].[K+].Cl[C:9](Cl)(Cl)[CH2:10][C:11]1[CH:16]=[CH:15][CH:14]=[CH:13][C:12]=1[Cl:17].Cl>O>[Cl:17][C:12]1[CH:13]=[CH:14][CH:15]=[CH:16][C:11]=1[CH2:10][C:9]([O:5][CH2:1][CH2:2][CH2:3][CH3:4])=[O:6] |f:1.2|. Procedure: Forty ml. of butanol was added to 9.2 g. of potassium hydroxide, which contained about 14% water, and was stirred at ambient temperature for 1 hour. To the mixture was added in one portion, 4 g. of 1,1,1-trichloro-2-(2-chlorophenyl)ethane. The mixture was heated to reflux and stirred at that temperature for 6 hours, and was cooled overnight to ambient temperature. It was then poured into 125 ml. of 1 N hydrochloric acid and stirred at ambient temperature for 30 minutes. The layers were then sepa... Reactants: Clc1nc(NC2CCCCC2)c2ncn(C3CCCC3)c2n1, N#C[Na], CN(C)C=O. The product is N#Cc1nc(NC2CCCCC2)c2ncn(C3CCCC3)c2n1. Reaction SMILES: [Cl:1][c:2]1[n:3][c:4]([NH:16][CH:17]2[CH2:18][CH2:19][CH2:20][CH2:21][CH2:22]2)[c:5]2[n:6][cH:7][n:8]([CH:11]3[CH2:12][CH2:13][CH2:14][CH2:15]3)[c:9]2[n:10]1.[Na:23][C:24]#[N:25].[O:26]=[CH:27][N:28]([CH3:29])[CH3:30]>>[c:2]1([C:24]#[N:25])[n:3][c:4]([NH:16][CH:17]2[CH2:18][CH2:19][CH2:20][CH2:21][CH2:22]2)[c:5]2[n:6][cH:7][n:8]([CH:11]3[CH2:12][CH2:13][CH2:14][CH2:15]3)[c:9]2[n:10]1. Starting materials: Cl (hydrochloric acid), IC1=C(C(=O)O)C=CC(=C1)CCC1=CC=CC=C1 (2-iodo-4-phenethylbenzoic acid), NC=1C=C2C=NNC2=CC1 (5-aminoindazole), N1[C@H](C(=O)O)CCC1 (proline), C([O-])([O-])=O.[K+].[K+] (potassium carbonate). The reagents and catalysts are [Cu]I (copper(I) iodide). Run in C(C)(=O)OCC (ethyl acetate), CS(=O)C (dimethyl sulfoxide). Run at temperature 70 celsius, time 3 hour. Yields the product N1N=CC2=CC(=CC=C12)NC1=C(C(=O)O)C=CC(=C1)CCC1=CC=CC=C1 (2-((1H-indazol-5-yl)amino)-4-phenethylbenzoic acid). Isolated yield 9.9%. RXN SMILES: I[C:2]1[CH:10]=[C:9]([CH2:11][CH2:12][C:13]2[CH:18]=[CH:17][CH:16]=[CH:15][CH:14]=2)[CH:8]=[CH:7][C:3]=1[C:4]([OH:6])=[O:5].[NH2:19][C:20]1[CH:21]=[C:22]2[C:26](=[CH:27][CH:28]=1)[NH:25][N:24]=[CH:23]2.N1CCC[C@H]1C(O)=O.C(=O)([O-])[O-].[K+].[K+].Cl>[Cu]I.C(OCC)(=O)C.CS(C)=O>[NH:25]1[C:26]2[C:22](=[CH:21][C:20]([NH:19][C:2]3[CH:10]=[C:9]([CH2:11][CH2:12][C:13]4[CH:18]=[CH:17][CH:16]=[CH:15][CH:14]=4)[CH:8]=[CH:7][C:3]=3[C:4]([OH:6])=[O:5])=[CH:28][CH:27]=2)[CH:23]=[N:24]1 |f:3.4.5|. Procedure details: To 2-iodo-4-phenethylbenzoic acid 40 mg were added 5-aminoindazole 23 mg, copper(I) iodide 2.2 mg, proline 2.6 mg, potassium carbonate 19 mg and dimethyl sulfoxide 0.40 mL at room temperature, and it was stirred at 70° C. for 3 hours. After the reaction mixture was cooled to room temperature, ethyl acetate and 1.0 mol/L hydrochloric acid were added to it. The organic layer was separated and collected,dried over anhydrous magnesium sulfate after sequential washing with water and saturated sodium ... Reactants: solution, C[Mg]Br (methyl magnesium bromide), C12C(C3CC(CC(C1)C3)C2)=O (2-adamantanone), C(Cl)Cl (methylene chloride). The solvent is C(C)OCC (diethyl ether), O1CCCC1 (tetrahydrofuran), O1CCCC1 (THF). Conditions: temperature 0 celsius, time 12 hour. The product is CC1(C2CC3CC(CC1C3)C2)O (2-methyl-2-adamantanol). Yield: 80.0%. As a reaction SMILES: C[Mg]Br.[CH:4]12[CH2:13][CH:8]3[CH2:9][CH:10]([CH2:12][CH:6]([CH2:7]3)[C:5]1=[O:14])[CH2:11]2.[CH2:15](Cl)Cl>C(OCC)C.O1CCCC1>[CH3:15][C:5]1([OH:14])[CH:6]2[CH2:12][CH:10]3[CH2:9][CH:8]([CH2:13][CH:4]1[CH2:11]3)[CH2:7]2. Procedure details: 110 ml of a solution of methyl magnesium bromide (3.0 M) in diethyl ether was diluted with 100 ml of anhydrous tetrahydrofuran (THF). Then, the solution was put into a 1 liter flask and then maintained at 0° C. 2-adamantanone (45 g, 0.3 mol) was dropped slowly using a dropping funnel and then the reaction was stirred at room temperature for about 12 hours. After completion of the reaction, excess THF was removed using a rotary evaporator and then the resultant product was poured into water. Then...